From a dataset of the Open Reaction Database (ORD), a public repository of structured organic reaction records. describe an organic reaction: reactants, conditions, products, and yield Reactants: CO, NC(CS)C(=O)O, Cc1c(C)c2c(c(C)c1O)CCC(C)(C=O)O2. As a reaction SMILES: [CH3:25][OH:26].[NH2:1][CH:2]([CH2:3][SH:4])[C:5]([OH:6])=[O:7].[OH:8][c:9]1[c:10]([CH3:24])[c:11]2[c:12]([c:20]([CH3:23])[c:21]1[CH3:22])[O:13][C:14]([CH3:17])([CH:18]=[O:19])[CH2:15][CH2:16]2>>[NH:1]1[CH:2]([C:5]([OH:6])=[O:7])[CH2:3][S:4][CH:18]1[C:14]1([CH3:17])[O:13][c:12]2[c:11]([c:10]([CH3:24])[c:9]([OH:8])[c:21]([CH3:22])[c:20]2[CH3:23])[CH2:16][CH2:15]1. The product is Cc1c(C)c2c(c(C)c1O)CCC(C)(C1NC(C(=O)O)CS1)O2. Reactants: CC(=O)O, O=Cc1ccc(Cl)cc1Cl, CC[N+](=O)[O-]. The product is CC(=Cc1ccc(Cl)cc1Cl)[N+](=O)[O-]. As a reaction SMILES: [CH3:16][C:17](=[O:18])[OH:19].[Cl:1][c:2]1[c:3]([CH:4]=[O:5])[cH:6][cH:7][c:8]([Cl:10])[cH:9]1.[N+:11](=[O:12])([O-:13])[CH2:14][CH3:15]>>[Cl:1][c:2]1[c:3]([CH:4]=[C:14]([N+:11](=[O:12])[O-:13])[CH3:15])[cH:6][cH:7][c:8]([Cl:10])[cH:9]1. The reactants are [BH4-], CC(C)[O-], CC(C)[O-], CC(C)[O-], CC(C)[O-], CO, Cc1cccc2c1C(=O)CCCN2C(=O)OC(C)C, NCc1cc(C(F)(F)F)cc(C(F)(F)F)c1, [Na+], [Na+], [OH-], [Ti+4]. Yields the product Cc1cccc2c1C(NCc1cc(C(F)(F)F)cc(C(F)(F)F)c1)CCCN2C(=O)OC(C)C. Reaction SMILES: [BH4-:36].[CH3:40][CH:41]([CH3:42])[O-:43].[CH3:45][CH:46]([CH3:47])[O-:48].[CH3:49][CH:50]([CH3:51])[O-:52].[CH3:53][CH:54]([CH3:55])[O-:56].[CH3:57][OH:58].[CH:17]([CH3:18])([CH3:19])[O:20][C:21](=[O:22])[N:23]1[c:24]2[c:25]([c:31]([CH3:35])[cH:32][cH:33][cH:34]2)[C:26](=[O:30])[CH2:27][CH2:28][CH2:29]1.[F:1][C:2]([c:3]1[cH:4][c:5]([CH2:6][NH2:7])[cH:8][c:9]([C:11]([F:12])([F:13])[F:14])[cH:10]1)([F:15])[F:16].[Na+:37].[Na+:39].[OH-:38].[Ti+4:44]>>[F:1][C:2]([c:3]1[cH:4][c:5]([CH2:6][NH:7][CH:26]2[c:25]3[c:24]([cH:34][cH:33][cH:32][c:31]3[CH3:35])[N:23]([C:21]([O:20][CH:17]([CH3:18])[CH3:19])=[O:22])[CH2:29][CH2:28][CH2:27]2)[cH:8][c:9]([C:11]([F:12])([F:13])[F:14])[cH:10]1)([F:15])[F:16]. The reactants are CC(C)(C)OC(=O)N1CCC(NS(=O)(=O)c2ccc(F)c3c2CCCC3)CC1, CCOC(C)=O, CS(C)=O, ClCCl, N#C[Na]. Product: CC(C)(C)OC(=O)N1CCC(NS(=O)(=O)c2ccc(C#N)c3c2CCCC3)CC1. As a reaction SMILES: [C:1]([CH3:2])([CH3:3])([CH3:4])[O:5][C:6](=[O:7])[N:8]1[CH2:9][CH2:10][CH:11]([NH:14][S:15](=[O:16])(=[O:17])[c:18]2[cH:19][cH:20][c:21]([F:28])[c:22]3[c:27]2[CH2:26][CH2:25][CH2:24][CH2:23]3)[CH2:12][CH2:13]1.[CH3:32][CH2:33][O:34][C:35]([CH3:36])=[O:37].[CH3:38][S:39]([CH3:40])=[O:41].[Cl:42][CH2:43][Cl:44].[Na:29][C:30]#[N:31]>>[C:1]([CH3:2])([CH3:3])([CH3:4])[O:5][C:6](=[O:7])[N:8]1[CH2:9][CH2:10][CH:11]([NH:14][S:15](=[O:16])(=[O:17])[c:18]2[cH:19][cH:20][c:21]([C:30]#[N:31])[c:22]3[c:27]2[CH2:26][CH2:25][CH2:24][CH2:23]3)[CH2:12][CH2:13]1.